This data is from the Open Reaction Database (ORD), a public repository of structured organic reaction records. The task is: describe an organic reaction: reactants, conditions, products, and yield Starting materials: C(CCCCCC)OC1=CC=C(C=C1)C1=NC=C(C=N1)C=O (2-(4-heptyloxy-phenyl)-pyrimidine-5-carboxaldehyde), [Br-].C1(CCCC1)CCCCCCCC[P+](C1=CC=CC=C1)(C1=CC=CC=C1)C1=CC=CC=C1 ((8-cyclopentyl-octyl)-triphenylphosphonium bromide), CCCCCC (hexane), potassium tert.-butylate. Run in O1CCCC1 (tetrahydrofuran), COC(C)(C)C (tert.-butyl methyl ether). Run at time 45 minute. Product: C1(CCCC1)CCCCCCCC=CC=1C=NC(=NC1)C1=CC=C(C=C1)OCCCCCCC (5-(9-cyclopentyl-non-1-enyl)-2-(4-heptyloxy-phenyl)-pyrimidine). As a reaction SMILES: [Br-].[CH:2]1([CH2:7][CH2:8][CH2:9][CH2:10][CH2:11][CH2:12][CH2:13][CH2:14][P+](C2C=CC=CC=2)(C2C=CC=CC=2)C2C=CC=CC=2)[CH2:6][CH2:5][CH2:4][CH2:3]1.CCCCCC.[CH2:40]([O:47][C:48]1[CH:53]=[CH:52][C:51]([C:54]2[N:59]=[CH:58][C:57]([CH:60]=O)=[CH:56][N:55]=2)=[CH:50][CH:49]=1)[CH2:41][CH2:42][CH2:43][CH2:44][CH2:45][CH3:46]>COC(C)(C)C.O1CCCC1>[CH:2]1([CH2:7][CH2:8][CH2:9][CH2:10][CH2:11][CH2:12][CH2:13][CH:14]=[CH:60][C:57]2[CH:58]=[N:59][C:54]([C:51]3[CH:52]=[CH:53][C:48]([O:47][CH2:40][CH2:41][CH2:42][CH2:43][CH2:44][CH2:45][CH3:46])=[CH:49][CH:50]=3)=[N:55][CH:56]=2)[CH2:3][CH2:4][CH2:5][CH2:6]1 |f:0.1|. Procedure details: A suspension of 3.7 g of (8-cyclopentyl-octyl)-triphenylphosphonium bromide (prepared by heating 3.4 g of (8-bromooctyl)-cyclopentane and 3.9 g of triphenylphosphine in 15 ml of toluene overnight and precipitation of the product from the cooled reaction mixture by addition of hexane) in 20 ml of tert.-butyl methyl ether is treated with 0.8 g of potassium tert.-butylate and the yellow suspension is stirred at room temperature for 45 minutes. Then, a solution of 1.64 g of 2-(4-heptyloxy-phenyl)-py...